Dataset: the Open Reaction Database (ORD), a public repository of structured organic reaction records. Task: describe an organic reaction: reactants, conditions, products, and yield The reactants are ClCCl, CC(C)[Si](Oc1c(F)cc(CC(CO)CCc2ccc(C#N)cc2)cc1F)(C(C)C)C(C)C, O=[Cr](=O)([O-])Cl, c1cc[nH+]cc1. Yields the product CC(C)[Si](Oc1c(F)cc(CC(C=O)CCc2ccc(C#N)cc2)cc1F)(C(C)C)C(C)C. RXN SMILES: [Cl:45][CH2:46][Cl:47].[F:1][c:2]1[cH:3][c:4]([CH2:5][CH:6]([CH2:7][CH2:8][c:9]2[cH:10][cH:11][c:12]([C:13]#[N:14])[cH:15][cH:16]2)[CH2:17][OH:18])[cH:19][c:20]([F:33])[c:21]1[O:22][Si:23]([CH:24]([CH3:25])[CH3:26])([CH:27]([CH3:28])[CH3:29])[CH:30]([CH3:31])[CH3:32].[O:34]=[Cr:35]([Cl:36])([O-:37])=[O:38].[nH+:39]1[cH:40][cH:41][cH:42][cH:43][cH:44]1>>[F:1][c:2]1[cH:3][c:4]([CH2:5][CH:6]([CH2:7][CH2:8][c:9]2[cH:10][cH:11][c:12]([C:13]#[N:14])[cH:15][cH:16]2)[CH:17]=[O:18])[cH:19][c:20]([F:33])[c:21]1[O:22][Si:23]([CH:24]([CH3:25])[CH3:26])([CH:27]([CH3:28])[CH3:29])[CH:30]([CH3:31])[CH3:32]. The reactants are BrC=1C=C2C(CC(OC2=CC1O)(C)C)=O (6-bromo-7-hydroxy-2,2-dimethyl-chroman-4-one), BrC=1C=C2C(CC(OC2=CC1O)(C)C)=O (6-bromo-7-hydroxy-2,2-dimethyl-chroman-4-one), C([O-])([O-])=O.[K+].[K+] (potassium carbonate), IC (iodomethane), O (water). Run in CC(=O)C (acetone). Product: BrC=1C=C2C(CC(OC2=CC1OC)(C)C)=O (6-Bromo-7-methoxy-2,2-dimethyl-chroman-4-one). As a reaction SMILES: [Br:1][C:2]1[CH:3]=[C:4]2[C:9](=[CH:10][C:11]=1[OH:12])[O:8][C:7]([CH3:14])([CH3:13])[CH2:6][C:5]2=[O:15].[C:16](=O)([O-])[O-].[K+].[K+].IC.O>CC(C)=O>[Br:1][C:2]1[CH:3]=[C:4]2[C:9](=[CH:10][C:11]=1[O:12][CH3:16])[O:8][C:7]([CH3:13])([CH3:14])[CH2:6][C:5]2=[O:15] |f:1.2.3|. Procedure: To a solution of 6-bromo-7-hydroxy-2,2-dimethyl-chroman-4-one (Compound 3, 2.00 g, 7.4 mmol) in acetone (100 mL) were added potassium carbonate (500 mg) and iodomethane (5.22 g, 36.8 mmol). The mixture was then heated to reflux for 2 h. After cooling to room temperature, water was added to the mixture until all solids dissolved. The resulting solution was then extracted with diethyl ether, washed with brine, dried (MgSO4) and concentrated at reduced pressure to give a yellow residue. Purificatio... The reactants are CC#CC(=O)OCC, CC(C)Oc1ccc(F)c(O)c1F, C1CCC2=NCCCN2CC1, C1CCOC1. Product: CCOC(=O)C=C(C)Oc1c(F)ccc(OC(C)C)c1F. As a reaction SMILES: [CH2:14]([CH3:15])[O:16][C:17]([C:18]#[C:19][CH3:20])=[O:21].[F:1][c:2]1[c:3]([OH:13])[c:4]([F:12])[cH:5][cH:6][c:7]1[O:8][CH:9]([CH3:10])[CH3:11].[N:22]12[CH2:23][CH2:24][CH2:25][N:26]=[C:27]1[CH2:28][CH2:29][CH2:30][CH2:31][CH2:32]2.[O:33]1[CH2:34][CH2:35][CH2:36][CH2:37]1>>[F:1][c:2]1[c:3]([O:13][C:19](=[CH:18][C:17]([O:16][CH2:14][CH3:15])=[O:21])[CH3:20])[c:4]([F:12])[cH:5][cH:6][c:7]1[O:8][CH:9]([CH3:10])[CH3:11].